From a dataset of the Open Reaction Database (ORD), a public repository of structured organic reaction records. describe an organic reaction: reactants, conditions, products, and yield Yield: 86.8%. Procedure: Hydroxylamine (50% w/v aqueous solution) (0.667 mL, 10.09 mmol) was added to a stirred suspension of 4-[3-(trifluoromethyl)-[1,2,4]triazolo[4,3-b]pyridazin-6-yl]piperazine-1-carbonitrile (2.5 g, 8.41 mmol) in ethanol (16.82 mL) and the suspension was stirred at ambient temperature. Over 20 minutes the starting material largely dissolved and the product began to crystallise. The mixture was stirred for 2 hours and the precipitate was collected by filtration, washed with EtOH followed by ether and... The solvent is C(C)O (ethanol). Starting materials: NO (Hydroxylamine), FC(C1=NN=C2N1N=C(C=C2)N2CCN(CC2)C#N)(F)F (4-[3-(trifluoromethyl)-[1,2,4]triazolo[4,3-b]pyridazin-6-yl]piperazine-1-carbonitrile). RXN SMILES: [NH2:1][OH:2].[F:3][C:4]([F:23])([F:22])[C:5]1[N:9]2[N:10]=[C:11]([N:14]3[CH2:19][CH2:18][N:17]([C:20]#[N:21])[CH2:16][CH2:15]3)[CH:12]=[CH:13][C:8]2=[N:7][N:6]=1>C(O)C>[OH:2][NH:1][C:20]([N:17]1[CH2:18][CH2:19][N:14]([C:11]2[CH:12]=[CH:13][C:8]3[N:9]([C:5]([C:4]([F:23])([F:3])[F:22])=[N:6][N:7]=3)[N:10]=2)[CH2:15][CH2:16]1)=[NH:21]. Product: ONC(=N)N1CCN(CC1)C=1C=CC=2N(N1)C(=NN2)C(F)(F)F (N-hydroxy-4-[3-(trifluoromethyl)-[1,2,4]triazolo[4,3-b]pyridazin-6-yl]piperazine-1-carboximidamide). Reaction SMILES: [ClH:1].C(OC([N:12]1[CH2:17][CH2:16][C@H:15]([NH:18][C:19](=[O:21])[CH3:20])[CH2:14][C@H:13]1[CH2:22][C:23]1[CH:28]=[CH:27][C:26]([N+:29]([O-:31])=[O:30])=[CH:25][CH:24]=1)=O)C1C=CC=CC=1>>[N+:29]([C:26]1[CH:25]=[CH:24][C:23]([CH2:22][C@@H:13]2[CH2:14][C@@H:15]([NH:18][C:19](=[O:21])[CH3:20])[CH2:16][CH2:17][NH:12]2)=[CH:28][CH:27]=1)([O-:31])=[O:30].[ClH:1]. Reported procedure: Concentrated hydrochloric acid is added to (2R*,4S*)-4-acetylamino-2-(4-nitro-benzyl)-piperidine-1-carboxylic acid benzyl ester (2.65 g, 6.45 mmol) and the mixture is heated at 55° C. for 2 hours, the evolution of gas occurring. The reaction mixture is washed twice with hexane and concentrated by evaporation under reduced pressure using a rotary evaporator. The title compound is obtained as a hydrochloride in the form of white crystals containing 3 molecules of water of crystallisation. M.p.: >2... Starting materials: Cl (hydrochloric acid), C(C1=CC=CC=C1)OC(=O)N1[C@@H](C[C@H](CC1)NC(C)=O)CC1=CC=C(C=C1)[N+](=O)[O-] ((2R*,4S*)-4-acetylamino-2-(4-nitro-benzyl)-piperidine-1-carboxylic acid benzyl ester). Product: [N+](=O)([O-])C1=CC=C(C[C@H]2NCC[C@@H](C2)NC(C)=O)C=C1 ((2R*,4S*)-N-[2-(4-Nitro-benzyl)-piperidin-4-yl]-acetamide), Cl (hydrochloride). Reaction conditions: temperature 55 celsius. The reactants are ClC=1C2=C(N=CN1)NC=C2F (4-chloro-5-fluoro-7H-pyrrolo[2,3-d]pyrimidine), NC1=CC2=C(NC(S2)=O)C=C1OC (6-amino-5-methoxy-1,3-benzothiazol-2(3H)-one). Product: FC1=CNC=2N=CN=C(C21)NC2=CC1=C(NC(S1)=O)C=C2OC (6-[(5-Fluoro-7H-pyrrolo[2,3-d]pyrimidin-4-yl)amino]-5-methoxy-1,3-benzothiazol-2(3H)-one). As a reaction SMILES: Cl[C:2]1[C:3]2[C:10]([F:11])=[CH:9][NH:8][C:4]=2[N:5]=[CH:6][N:7]=1.[NH2:12][C:13]1[C:22]([O:23][CH3:24])=[CH:21][C:16]2[NH:17][C:18](=[O:20])[S:19][C:15]=2[CH:14]=1>>[F:11][C:10]1[C:3]2[C:2]([NH:12][C:13]3[C:22]([O:23][CH3:24])=[CH:21][C:16]4[NH:17][C:18](=[O:20])[S:19][C:15]=4[CH:14]=3)=[N:7][CH:6]=[N:5][C:4]=2[NH:8][CH:9]=1. Procedure: 50 mg (291 μmol) 4-chloro-5-fluoro-7H-pyrrolo[2,3-d]pyrimidine (CAS-No: 582313-57-3) were transformed in analogy to example 1 using 6-amino-5-methoxy-1,3-benzothiazol-2(3H)-one to give after working up and purification 2.9 mg (3%) of the title compound. Reactants: CC1(OC2=C(C(N1)=O)C=C(C=C2)O)C (2,3-dihydro-2,2-dimethyl-6-hydroxy-4H-1,3-benzoxazin-4-one), C([O-])([O-])=O.[K+].[K+] (potassium carbonate), BrCCBr (1,2-dibromoethane). Product: BrCCOC=1C=CC2=C(C(NC(O2)(C)C)=O)C1 (6-(2-Bromoethoxy)-2,3-dihydro-2,2-dimethyl-4H-1,3-benzoxazin-4-one). As a reaction SMILES: [CH3:1][C:2]1([CH3:14])[NH:7][C:6](=[O:8])[C:5]2[CH:9]=[C:10]([OH:13])[CH:11]=[CH:12][C:4]=2[O:3]1.C(=O)([O-])[O-].[K+].[K+].[Br:21][CH2:22][CH2:23]Br>>[Br:21][CH2:22][CH2:23][O:13][C:10]1[CH:11]=[CH:12][C:4]2[O:3][C:2]([CH3:14])([CH3:1])[NH:7][C:6](=[O:8])[C:5]=2[CH:9]=1 |f:1.2.3|. Procedure details: A mixture of 48.2 g of 2,3-dihydro-2,2-dimethyl-6-hydroxy-4H-1,3-benzoxazin-4-one, 70 g of potassium carbonate and 250 ml of 1,2-dibromoethane is refluxed for 4 hours whilst stirring. The semi-liquid reaction mixture is extracted 3 to 4 times whilst hot with 1 liter of methanol each time; the combined methanol extracts are concentrated by evaporation and the residue is recrystallised from methanol. 6-(2-Bromoethoxy)-2,3-dihydro-2,2-dimethyl-4H-1,3-benzoxazin-4-one having a melting point of 190°-... Starting materials: CCO, CNC(=O)NC(=O)C(CC1CCC(OC2CCCCO2)C1)c1ccc(Cl)c(Cl)c1, Cc1ccc(S(=O)(=O)[O-])cc1, c1cc[nH+]cc1. Product: CNC(=O)NC(=O)C(CC1CCC(O)C1)c1ccc(Cl)c(Cl)c1. RXN SMILES: [CH3:47][CH2:48][OH:49].[Cl:1][c:2]1[cH:3][c:4]([CH:9]([C:10](=[O:11])[NH:12][C:13](=[O:14])[NH:15][CH3:16])[CH2:17][CH:18]2[CH2:19][CH:20]([O:23][CH:24]3[CH2:25][CH2:26][CH2:27][CH2:28][O:29]3)[CH2:21][CH2:22]2)[cH:5][cH:6][c:7]1[Cl:8].[c:30]1([CH3:31])[cH:32][cH:33][c:34]([S:35]([O-:36])(=[O:37])=[O:38])[cH:39][cH:40]1.[nH+:41]1[cH:42][cH:43][cH:44][cH:45][cH:46]1>>[Cl:1][c:2]1[cH:3][c:4]([CH:9]([C:10](=[O:11])[NH:12][C:13](=[O:14])[NH:15][CH3:16])[CH2:17][CH:18]2[CH2:19][CH:20]([OH:23])[CH2:21][CH2:22]2)[cH:5][cH:6][c:7]1[Cl:8].